This data is from the Open Reaction Database (ORD), a public repository of structured organic reaction records. The task is: describe an organic reaction: reactants, conditions, products, and yield Starting materials: P(O)(=O)(OP(=O)(O)OP(=O)(O)O)OC[C@@H]1[C@H](C[C@@H](O1)N1C(=O)N=C(N)C=C1)O (dCTP), C([C@H]([C@@H](CS)O)O)S (DTT), C(CN(CC(=O)O)CC(=O)O)N(CC(=O)O)CC(=O)O (EDTA), deoxynucleotide, 10, [As]([O-])(=O)(C)C (cacodylate), CoCl2. The solvent is O (H2O). Conditions: time 1.5 minute. The product is 15, C1[C@@H]([C@H](O[C@H]1N2C=CC(=NC2=O)N)COP(=O)(O)O)O (dCMP). RXN SMILES: [As](C)(C)(=O)[O-].C(S)[C@@H](O)[C@H](O)CS.[P:14]([O:26][CH2:27][C@H:28]1[O:32][C@@H:31]([N:33]2[CH:40]=[CH:39][C:37]([NH2:38])=[N:36][C:34]2=[O:35])[CH2:30][C@@H:29]1[OH:41])([O:17]P(OP(O)(O)=O)(O)=O)(=[O:16])[OH:15].C(N(CC(O)=O)CC(O)=O)CN(CC(O)=O)CC(O)=O>O>[CH2:30]1[C@H:31]([N:33]2[C:34](=[O:35])[N:36]=[C:37]([NH2:38])[CH:39]=[CH:40]2)[O:32][C@H:28]([CH2:27][O:26][P:14]([OH:16])([OH:17])=[O:15])[C@H:29]1[OH:41]. Procedure details: Double-stranded cDNA was homopolymer tailed essentially by the method of R. Roychoudhury and R. Wu, Meth. Enz., 65, pp. 43-62 (1980). The following were added together, in order: 3 μl dCTP32 (>800 Ci/mmol), 20 μl 10 X cacodylate buffer (1.4 mM potassium cacodylate, 0.3M Tris-hydrochloride, pH 7.6), 4 μl 5 mM DTT, 3 μl 10 mM dCTP, 2 μl 100 mM CoCl2, 12 units terminal deoxynucleotide transferase (PL Biochemicals; at least 8 units/pmol 3' end) in 1.5 μl, H2O to 200 μl final volume. The reaction was... The reactants are [OH-].[K+] (KOH), C(#N)CC1=CC=C(CC=2C(=NC(=NC2C)/N=C/N(C)C)N2C(O[C@H](C2)CC)=O)C=C1 ((S,E)-N′-(5-(4-(Cyanomethyl)benzyl)-4-(5-ethyl-2-oxooxazolidin-3-yl)-6-methylpyrimidin-2-yl)-N,N-dimethylformimidamide), C(CCC)O (butan-1-ol). Conditions: temperature 100 celsius. Product: NC1=NC(=C(C(=N1)NC[C@H](CC)O)CC1=CC=C(C=C1)CC(=O)O)C ((S)-2-(4-((2-Amino-4-(2-hydroxybutylamino)-6-methylpyrimidin-5-yl)methyl)phenyl)acetic acid). As a reaction SMILES: [OH-:1].[K+].C([CH2:5][C:6]1[CH:32]=[CH:31][C:9]([CH2:10][C:11]2[C:12]([N:23]3[CH2:27][C@H:26]([CH2:28][CH3:29])[O:25]C3=O)=[N:13][C:14](/[N:18]=C/N(C)C)=[N:15][C:16]=2[CH3:17])=[CH:8][CH:7]=1)#N.[CH2:33]([OH:37])CCC>>[NH2:18][C:14]1[N:13]=[C:12]([NH:23][CH2:27][C@@H:26]([OH:25])[CH2:28][CH3:29])[C:11]([CH2:10][C:9]2[CH:8]=[CH:7][C:6]([CH2:5][C:33]([OH:37])=[O:1])=[CH:32][CH:31]=2)=[C:16]([CH3:17])[N:15]=1 |f:0.1|. Procedure details: Aq. 5M KOH (1 ml) was added to a stirred solution of the product from step (vi) (136 mg) in butan-1-ol (2 mL). The solution was heated at 100° C. for 15 h and the solvent evaporated under reduced pressure. The residue was diluted with MeOH (2 mL) and the pH adjusted to ˜7 using acetic acid. The solution was purified by RPHPLC to give the subtitle compound as a white solid, 55 mg. Reactants: CCCC1CCC(CCc2ccc(C3CCC(C(=O)OC)CC3)cc2)CC1, COCCO[AlH2-]OCCOC, Cc1ccccc1, Cl, [Na+], O. Product: CCCC1CCC(CCc2ccc(C3CCC(C=O)CC3)cc2)CC1. RXN SMILES: [CH3:1][O:2][C:3](=[O:4])[CH:5]1[CH2:6][CH2:7][CH:8]([c:11]2[cH:12][cH:13][c:14]([CH2:17][CH2:18][CH:19]3[CH2:20][CH2:21][CH:22]([CH2:25][CH2:26][CH3:27])[CH2:23][CH2:24]3)[cH:15][cH:16]2)[CH2:9][CH2:10]1.[CH3:29][O:30][CH2:31][CH2:32][O:33][AlH2-:34][O:35][CH2:36][CH2:37][O:38][CH3:39].[CH3:42][c:43]1[cH:44][cH:45][cH:46][cH:47][cH:48]1.[ClH:41].[Na+:28].[OH2:40]>>[O:2]=[CH:3][CH:5]1[CH2:6][CH2:7][CH:8]([c:11]2[cH:12][cH:13][c:14]([CH2:17][CH2:18][CH:19]3[CH2:20][CH2:21][CH:22]([CH2:25][CH2:26][CH3:27])[CH2:23][CH2:24]3)[cH:15][cH:16]2)[CH2:9][CH2:10]1. The reactants are O=C([O-])[O-], Cn1nccc1B1OC(C)(C)C(C)(C)O1, COC(=O)c1csc(Br)c1, COCCOC, [Cs+], [Cs+], O, [Pd], c1ccc(P(c2ccccc2)c2ccccc2)cc1, c1ccc(P(c2ccccc2)c2ccccc2)cc1, c1ccc(P(c2ccccc2)c2ccccc2)cc1, c1ccc(P(c2ccccc2)c2ccccc2)cc1. Product: COC(=O)c1csc(-c2ccnn2C)c1. As a reaction SMILES: [C:26](=[O:27])([O-:28])[O-:29].[CH3:11][n:12]1[n:13][cH:14][cH:15][c:16]1[B:17]1[O:18][C:19]([CH3:20])([CH3:21])[C:22]([CH3:23])([CH3:24])[O:25]1.[CH3:1][O:2][C:3](=[O:4])[c:5]1[cH:6][s:7][c:8]([Br:10])[cH:9]1.[CH3:33][O:34][CH2:35][CH2:36][O:37][CH3:38].[Cs+:30].[Cs+:31].[OH2:32].[Pd:115].[c:39]1([P:40]([c:41]2[cH:42][cH:43][cH:44][cH:45][cH:46]2)[c:47]2[cH:48][cH:49][cH:50][cH:51][cH:52]2)[cH:53][cH:54][cH:55][cH:56][cH:57]1.[c:58]1([P:59]([c:60]2[cH:61][cH:62][cH:63][cH:64][cH:65]2)[c:66]2[cH:67][cH:68][cH:69][cH:70][cH:71]2)[cH:72][cH:73][cH:74][cH:75][cH:76]1.[c:77]1([P:78]([c:79]2[cH:80][cH:81][cH:82][cH:83][cH:84]2)[c:85]2[cH:86][cH:87][cH:88][cH:89][cH:90]2)[cH:91][cH:92][cH:93][cH:94][cH:95]1.[c:96]1([P:97]([c:98]2[cH:99][cH:100][cH:101][cH:102][cH:103]2)[c:104]2[cH:105][cH:106][cH:107][cH:108][cH:109]2)[cH:110][cH:111][cH:112][cH:113][cH:114]1>>[CH3:1][O:2][C:3](=[O:4])[c:5]1[cH:6][s:7][c:8](-[c:16]2[n:12]([CH3:11])[n:13][cH:14][cH:15]2)[cH:9]1. The yield is 56.0%. As a reaction SMILES: [CH3:1][O:2][C:3]1[CH:8]=[CH:7][C:6]([C:9]2[S:10][C:11]([S:22]C3C=CC([N+]([O-])=O)=CC=3[N+]([O-])=O)=[CH:12][C:13]=2[C:14]2[CH:19]=[CH:18][C:17]([O:20][CH3:21])=[CH:16][CH:15]=2)=[CH:5][CH:4]=1.O1CCCC1.[OH-].[K+].[F:42][C:43]([F:47])=[C:44]([F:46])[F:45]>CO.O>[CH3:1][O:2][C:3]1[CH:8]=[CH:7][C:6]([C:9]2[S:10][C:11]([S:22][C:44]([F:46])([F:45])[CH:43]([F:47])[F:42])=[CH:12][C:13]=2[C:14]2[CH:19]=[CH:18][C:17]([O:20][CH3:21])=[CH:16][CH:15]=2)=[CH:5][CH:4]=1 |f:2.3,5.6|. Solvent: CO.O (methanol water). Procedure: 2,3-bis(4-Methoxyphenyl)-5-(2,4-dinitrophenylthio)thiophene (4.9 g, 10 mmoles), tetrahydrofuran (60 ml), methanol/water (7.5 ml, 2.5 ml) and potassium hydroxide (1.3 g, 20 mmoles) were charged into a stainless steel bomb. The bomb was briefly evacuated, charged with tetrafluoroethylene (5 g, 50 mmoles) and agitated for 12 hours at room temperature. The reaction mixture was filtered and the filtrate concentrated to near dryness. The residue was taken up in ethyl acetate and filtered. The filtrate... Product: COC1=CC=C(C=C1)C=1SC(=CC1C1=CC=C(C=C1)OC)SC(C(F)F)(F)F (2,3-bis(4-Methoxyphenyl)-5-(1,1,2,2-tetrafluoroethylthio)thiophene). Reaction conditions: time 12 hour. Starting materials: COC1=CC=C(C=C1)C=1SC(=CC1C1=CC=C(C=C1)OC)SC1=C(C=C(C=C1)[N+](=O)[O-])[N+](=O)[O-] (2,3-bis(4-Methoxyphenyl)-5-(2,4-dinitrophenylthio)thiophene), O1CCCC1 (tetrahydrofuran), [OH-].[K+] (potassium hydroxide), stainless steel, FC(=C(F)F)F (tetrafluoroethylene).